This data is from the Open Reaction Database (ORD), a public repository of structured organic reaction records. The task is: describe an organic reaction: reactants, conditions, products, and yield The reactants are S1C2=C(C=C1C(=O)O)C=CC=C2 (benzo[b]thiophene-2-carboxylic acid), S(=O)(Cl)Cl (thionyl chloride). Product: S1C2=C(C=C1C(=O)Cl)C=CC=C2 (benzo[b]thiophene-2-carbonyl chloride). Reaction SMILES: [S:1]1[C:5]([C:6](O)=[O:7])=[CH:4][C:3]2[CH:9]=[CH:10][CH:11]=[CH:12][C:2]1=2.S(Cl)([Cl:15])=O>>[S:1]1[C:5]([C:6]([Cl:15])=[O:7])=[CH:4][C:3]2[CH:9]=[CH:10][CH:11]=[CH:12][C:2]1=2. Procedure details: 1.0 g of benzo[b]thiophene-2-carboxylic acid was reacted with 2 ml of thionyl chloride under reflux overnight, and then excess thionyl chloride was distilled off under reduced pressure to obtain benzo[b]thiophene-2-carbonyl chloride as a solid product. Reactants: Cc1cccc([N+](=O)[O-])c1C1=CC(C)(C)CC(C)(C)C1, CCO, CCOC(C)=O, CN(C)C=O, [Cl-], [Fe], [NH4+], O. Yields the product Cc1cccc(N)c1C1=CC(C)(C)CC(C)(C)C1. RXN SMILES: [CH3:1][c:2]1[c:3]([C:11]2=[CH:12][C:13]([CH3:19])([CH3:20])[CH2:14][C:15]([CH3:17])([CH3:18])[CH2:16]2)[c:4]([N+:8]([O-:9])=[O:10])[cH:5][cH:6][cH:7]1.[CH3:23][CH2:24][OH:25].[CH3:28][CH2:29][O:30][C:31](=[O:32])[CH3:33].[CH3:34][N:35]([CH3:36])[CH:37]=[O:38].[Cl-:21].[Fe:26].[NH4+:22].[OH2:27]>>[CH3:1][c:2]1[c:3]([C:11]2=[CH:12][C:13]([CH3:19])([CH3:20])[CH2:14][C:15]([CH3:17])([CH3:18])[CH2:16]2)[c:4]([NH2:8])[cH:5][cH:6][cH:7]1. The reactants are C(#N)C1=C(N=C(N1CC1=CC=C(C=C1)C1=C(C=CC=C1)C1=NN=NN1)CCC)N1C(=CC=C1)C(=O)OC (methyl 1-[5-cyano-2-propyl-1-[(2'-(1H-tetrazol-5-yl)biphen-4-yl)methyl]-1H-imidazol-4-yl]1H-pyrrole-2-carboxylate), [OH-].[Na+] (NaOH), Cl (HCl). The solvent is O1C(CCC1)CO (tetrahydrofuran-methanol). The product is C(#N)C1=C(N=C(N1CC1=CC=C(C=C1)C1=C(C=CC=C1)C1=NN=NN1)CCC)N1C(=CC=C1)C(=O)O (1-[5-Cyano-2-propyl-1-[(2'-(1H-tetrazol-5-yl)biphen-4-yl)methyl]-1H-imidazol-4-yl]-1H-pyrrole-2-carboxylic acid). Reaction SMILES: [C:1]([C:3]1[N:7]([CH2:8][C:9]2[CH:14]=[CH:13][C:12]([C:15]3[CH:20]=[CH:19][CH:18]=[CH:17][C:16]=3[C:21]3[NH:25][N:24]=[N:23][N:22]=3)=[CH:11][CH:10]=2)[C:6]([CH2:26][CH2:27][CH3:28])=[N:5][C:4]=1[N:29]1[CH:33]=[CH:32][CH:31]=[C:30]1[C:34]([O:36]C)=[O:35])#[N:2].[OH-].[Na+].Cl>O1CCCC1CO>[C:1]([C:3]1[N:7]([CH2:8][C:9]2[CH:14]=[CH:13][C:12]([C:15]3[CH:20]=[CH:19][CH:18]=[CH:17][C:16]=3[C:21]3[NH:22][N:23]=[N:24][N:25]=3)=[CH:11][CH:10]=2)[C:6]([CH2:26][CH2:27][CH3:28])=[N:5][C:4]=1[N:29]1[CH:33]=[CH:32][CH:31]=[C:30]1[C:34]([OH:36])=[O:35])#[N:2] |f:1.2|. Procedure: A solution of methyl 1-[5-cyano-2-propyl-1-[(2'-(1H-tetrazol-5-yl)biphen-4-yl)methyl]-1H-imidazol-4-yl]1H-pyrrole-2-carboxylate (Example 35) in tetrahydrofuran-methanol (2:1) was treated with two equivalents of 1N NaOH at 0° C. The reaction mixture was stirred at reflux for 20 hours then treated with two equivalents of 1N HCl. The reaction mixture was then partitioned between ethyl acetate and brine and the organic layer is dried over MgSO4 and evaporated to afford the title compound. MS (FAB, t...